Task: describe an organic reaction: reactants, conditions, products, and yield. Dataset: the Open Reaction Database (ORD), a public repository of structured organic reaction records Reactants: C(=O)(OC(C)(C)C)N1C[C@H](OCC1)CC1=CC(=CC=C1)C=CC=1C=NC=CC1 (N-Boc-(R)-2-(3-(2-(3-pyridinyl)vinyl)-benzyl)morpholine), C(C1=CC=CC=C1)N1C(C(OCC1)CC1=C(C=CC=C1)OC(F)F)=O (N-benzyl-2-(2-difluoromethoxy-benzyl)-morpholin-3-one), B (borane). The product is C(C1=CC=CC=C1)N1CC(OCC1)CC1=C(C=CC=C1)OC(F)F (N-Benzyl-2-(2-difluoromethoxy-benzyl)-morpholine). As a reaction SMILES: C(N1CCO[C@H](CC2C=CC=C(C=CC3C=NC=CC=3)C=2)C1)(OC(C)(C)C)=O.[CH2:29]([N:36]1[CH2:41][CH2:40][O:39][CH:38]([CH2:42][C:43]2[CH:48]=[CH:47][CH:46]=[CH:45][C:44]=2[O:49][CH:50]([F:52])[F:51])[C:37]1=O)[C:30]1[CH:35]=[CH:34][CH:33]=[CH:32][CH:31]=1.B>>[CH2:29]([N:36]1[CH2:41][CH2:40][O:39][CH:38]([CH2:42][C:43]2[CH:48]=[CH:47][CH:46]=[CH:45][C:44]=2[O:49][CH:50]([F:51])[F:52])[CH2:37]1)[C:30]1[CH:31]=[CH:32][CH:33]=[CH:34][CH:35]=1. Reported procedure: N-Benzyl-2-(2-difluoromethoxy-benzyl)-morpholine was prepared as described for example 70, intermediate (a), but using N-benzyl-2-(2-difluoromethoxy-benzyl)-morpholin-3-one and borane and was isolated as a pale yellow oil. The reactants are CCCC[Sn](CCCC)(CCCC)c1cccc(-c2ccc(C=O)o2)c1, CCOC(=O)CN1C(=O)CSC1=S, C1CCNCC1, ClCCl. The product is CCCC[Sn](CCCC)(CCCC)c1cccc(-c2ccc(C=C3SC(=S)N(CC(=O)OCC)C3=O)o2)c1. As a reaction SMILES: [CH2:1]([CH2:2][CH2:3][CH3:4])[Sn:5]([c:6]1[cH:7][c:8](-[c:12]2[cH:13][cH:14][c:15]([CH:17]=[O:18])[o:16]2)[cH:9][cH:10][cH:11]1)([CH2:19][CH2:20][CH2:21][CH3:22])[CH2:23][CH2:24][CH2:25][CH3:26].[CH2:27]([CH3:28])[O:29][C:30]([CH2:31][N:32]1[C:33](=[S:38])[S:34][CH2:35][C:36]1=[O:37])=[O:39].[CH2:40]1[CH2:41][CH2:42][NH:43][CH2:44][CH2:45]1.[Cl:46][CH2:47][Cl:48]>>[CH2:1]([CH2:2][CH2:3][CH3:4])[Sn:5]([c:6]1[cH:7][c:8](-[c:12]2[cH:13][cH:14][c:15]([CH:17]=[C:35]3[S:34][C:33](=[S:38])[N:32]([CH2:31][C:30]([O:29][CH2:27][CH3:28])=[O:39])[C:36]3=[O:37])[o:16]2)[cH:9][cH:10][cH:11]1)([CH2:19][CH2:20][CH2:21][CH3:22])[CH2:23][CH2:24][CH2:25][CH3:26]. Starting materials: P(=O)(Cl)(Cl)Cl (Phosphorus oxychloride), BrC=1C(=NN2C1N=C(C(=C2O)CCO)C)C (3-bromo-6-(2-hydroxyethyl)-2,5-dimethylpyrazolo[1,5-a]pyrimidin-7-ol), CN(C1=CC=CC=C1)C (N,N-dimethyaniline), ice water. The solvent is C(C)(=O)OCC (ethyl acetate). Run at temperature 120 celsius, time 20 minute. Yields the product BrC=1C(=NN2C1N=C(C1=C2N(CC1)C(CC)CC)C)C (3-Bromo-8-(1-ethylpropyl)-2,5-dimethyl-7,8-dihydro-6H-pyrazolo[1,5-a]pyrrolo[3,2-e]pyrimidine). As a reaction SMILES: P(Cl)(Cl)(Cl)=O.[Br:6][C:7]1[C:8]([CH3:21])=[N:9][N:10]2[C:15](O)=[C:14]([CH2:17][CH2:18]O)[C:13]([CH3:20])=[N:12][C:11]=12.C[N:23](C)[C:24]1[CH:29]=[CH:28]C=[CH:26][CH:25]=1>C(OCC)(=O)C>[Br:6][C:7]1[C:8]([CH3:21])=[N:9][N:10]2[C:15]3[N:23]([CH:24]([CH2:29][CH3:28])[CH2:25][CH3:26])[CH2:18][CH2:17][C:14]=3[C:13]([CH3:20])=[N:12][C:11]=12. Procedure details: Phosphorus oxychloride (3.3 mL) was added to a solution of 3-bromo-6-(2-hydroxyethyl)-2,5-dimethylpyrazolo[1,5-a]pyrimidin-7-ol (1.0 mg, 3.50 mmol) in N,N-dimethyaniline (5 mL), followed by stirring at 120° C. for 20 minutes. After cooling to room temperature, the mixture was added dropwise slowly into ice-water under vigorously stirring. Then, the mixture was stirred for two hours while raising a temperature gradually to room temperature, followed by diluting with ethyl acetate. The organic lay... The reactants are acid chloride, IV, carboxylic acid chloride, C12OCCC(CC1)C2 (2-oxabicyclo[3.2.1]octane), CC1=CC(CC1)C(=O)O (3-methylcyclopent-2-ene-1-carboxylic acid), S(=O)(Cl)Cl (thionyl chloride). The product is 10504c, CC1=CC(CC1)CC(=O)O (3-methyl-2-cyclopentene-1-acetic acid). As a reaction SMILES: C12CC(CC1)C[CH2:3][O:2]2.[CH3:9][C:10]1[CH2:14][CH2:13][CH:12]([C:15](O)=O)[CH:11]=1.S(Cl)(Cl)=[O:19]>>[CH3:9][C:10]1[CH2:14][CH2:13][CH:12]([CH2:15][C:3]([OH:2])=[O:19])[CH:11]=1. Procedure: When m is 0, n is 2 and p is 2, the ring system is a 2-oxabicyclo[3.2.1]octane, another subclass of this invention. For example, compound XIp, ##STR26## in which R2, R5 and R6 are methyl, can be prepared by conversion of 3-methylcyclopent-2-ene-1-carboxylic acid described in IV to the corresponding acid chloride with thionyl chloride. The resulting carboxylic acid chloride is subjected to a modified Arndt-Eistert homologation, as described by G. P. Kugatova-Sheinyakina and R. A. Poskiene, Zh. Or... Starting materials: Cc1ccccc1, FC(F)(F)c1cccc(C(F)(F)F)c1CBr, c1ccc(P(c2ccccc2)c2ccccc2)cc1. Yields the product [Br-], FC(F)(F)c1cccc(C(F)(F)F)c1C[P+](c1ccccc1)(c1ccccc1)c1ccccc1. RXN SMILES: [CH3:36][c:37]1[cH:38][cH:39][cH:40][cH:41][cH:42]1.[F:1][C:2]([c:3]1[c:4]([CH2:5][Br:6])[c:7]([C:11]([F:12])([F:13])[F:14])[cH:8][cH:9][cH:10]1)([F:15])[F:16].[c:17]1([P:23]([c:24]2[cH:25][cH:26][cH:27][cH:28][cH:29]2)[c:30]2[cH:31][cH:32][cH:33][cH:34][cH:35]2)[cH:18][cH:19][cH:20][cH:21][cH:22]1>>[Br-:6].[F:1][C:2]([c:3]1[c:4]([CH2:5][P+:23]([c:17]2[cH:18][cH:19][cH:20][cH:21][cH:22]2)([c:24]2[cH:25][cH:26][cH:27][cH:28][cH:29]2)[c:30]2[cH:31][cH:32][cH:33][cH:34][cH:35]2)[c:7]([C:11]([F:12])([F:13])[F:14])[cH:8][cH:9][cH:10]1)([F:15])[F:16].